From a dataset of the Open Reaction Database (ORD), a public repository of structured organic reaction records. describe an organic reaction: reactants, conditions, products, and yield Starting materials: NCC1(CC2=C(SC=C2)S1(=O)=O)C (2-aminomethyl-2,3-dihydro-2-methylthieno[2,3-b]thiophene-1,1-dioxide), C(CC)C1(CC2=C(SC=C2)S1(=O)=O)C(=O)N (2,3-dihydro-2-n-propylthieno[2,3-b]thiophene-2-carboxamide-1,1-dioxide). The product is NCC1(CC2=C(SC=C2)S1(=O)=O)CCC (2-aminomethyl-2,3-dihydro-2-n-propylthieno[2,3-b]thiophene-1,1-dioxide). Isolated yield 77.6%. As a reaction SMILES: NCC1(C)S(=O)(=O)C2SC=CC=2C1.[CH2:14]([C:17]1([C:27]([NH2:29])=O)[S:24](=[O:26])(=[O:25])[C:20]2[S:21][CH:22]=[CH:23][C:19]=2[CH2:18]1)[CH2:15][CH3:16]>>[NH2:29][CH2:27][C:17]1([CH2:14][CH2:15][CH3:16])[S:24](=[O:26])(=[O:25])[C:20]2[S:21][CH:22]=[CH:23][C:19]=2[CH2:18]1. Procedure details: The title compound was prepared substantially the same as 2-aminomethyl-2,3-dihydro-2-methylthieno[2,3-b]thiophene-1,1-dioxide. Thus, 2,3-dihydro-2-n-propylthieno[2,3-b]thiophene-2-carboxamide-1,1-dioxide (5.45 g, 21.0 mmol) reacted with borane-dimethyl sulfide complex (21 mL, 10M) to give, after work up, the title compound (4.0 g, 77%). 1H NMR (300 MHz,DMSO-d6) 0.95(t,3H), 1.35(m,2H), 1.80(m,1H), 2.00(m,1H), 2.80(d,1H), 2.95(d,1H), 3.10(d,1H), 3.23(d,1H), 7.05(d,1H), 8.05(d,1H). Reactants: BrC=1C=C2CCCC(C2=CC1)N ((rac)-6-bromo-1,2,3,4-tetrahydronaphthalen-1-amine), FC(C(=O)NC1(CC1)C(=O)O)(F)F (1-(2,2,2-trifluoroacetamido)cyclopropanecarboxylic acid). Product: BrC=1C=C2CCCC(C2=CC1)NC(=O)C1(CC1)NC(C(F)(F)F)=O (1-(2,2,2-trifluoro-acetylamino)-cyclopropanecarboxylic acid ((rac)-6-bromo-1,2,3,4-tetrahydro-naphthalen-1-yl)-amide). Reaction SMILES: [Br:1][C:2]1[CH:3]=[C:4]2[C:9](=[CH:10][CH:11]=1)[CH:8]([NH2:12])[CH2:7][CH2:6][CH2:5]2.[F:13][C:14]([F:25])([F:24])[C:15]([NH:17][C:18]1([C:21](O)=[O:22])[CH2:20][CH2:19]1)=[O:16]>>[Br:1][C:2]1[CH:3]=[C:4]2[C:9](=[CH:10][CH:11]=1)[CH:8]([NH:12][C:21]([C:18]1([NH:17][C:15](=[O:16])[C:14]([F:13])([F:24])[F:25])[CH2:19][CH2:20]1)=[O:22])[CH2:7][CH2:6][CH2:5]2. Reported procedure: In analogy to the procedure described for the preparation of intermediate A-1 [B] and A-1 [C], (rac)-6-bromo-1,2,3,4-tetrahydronaphthalen-1-amine has been coupled with 1-(2,2,2-trifluoroacetamido)cyclopropanecarboxylic acid (intermediate A-1 [A]) to give 1-(2,2,2-trifluoro-acetylamino)-cyclopropanecarboxylic acid ((rac)-6-bromo-1,2,3,4-tetrahydro-naphthalen-1-yl)-amide, which was subsequently reacted with 4,4,4′,4′,5,5,5′,5′-octamethyl-2,2′-bi(1,3,2-dioxaborolane) to yield the title compound as ... Reactants: Cc1ccccc1, CN1CCCC1=O, N#Cc1c(Cl)cccc1C(F)(F)F, [K+], [OH-], O, Oc1cccc(O)c1. Yields the product N#Cc1c(Oc2cccc(O)c2)cccc1C(F)(F)F. RXN SMILES: [CH3:24][c:25]1[cH:26][cH:27][cH:28][cH:29][cH:30]1.[CH3:31][N:32]1[CH2:33][CH2:34][CH2:35][C:36]1=[O:37].[Cl:11][c:12]1[c:13]([C:14]#[N:15])[c:16]([C:20]([F:21])([F:22])[F:23])[cH:17][cH:18][cH:19]1.[K+:10].[OH-:9].[OH2:38].[OH:1][c:2]1[cH:3][cH:4][cH:5][c:6]([OH:7])[cH:8]1>>[O:1]([c:2]1[cH:3][cH:4][cH:5][c:6]([OH:7])[cH:8]1)[c:12]1[c:13]([C:14]#[N:15])[c:16]([C:20]([F:21])([F:22])[F:23])[cH:17][cH:18][cH:19]1. Reactants: C(#N)CC(C(=O)O)NC(=O)OC(C)(C)C (3-cyano-2-(1,1-dimethylethoxy) methanamidopropionic acid), C(CCC)[Sn](CCCC)(CCCC)N=[N+]=[N-] (tributyltin azide). Run in C1CCOC1 (THF). Reaction conditions: time 3 day. Yields the product N1N=NN=C1CC(C(=O)O)NC(=O)OC(C)(C)C (3-tetrazolyl-2-(1,1-dimethylethoxy)methanamidopropionic acid). The yield is 84.9%. RXN SMILES: [C:1]([CH2:3][CH:4]([NH:8][C:9]([O:11][C:12]([CH3:15])([CH3:14])[CH3:13])=[O:10])[C:5]([OH:7])=[O:6])#[N:2].C([Sn]([N:29]=[N+:30]=[N-:31])(CCCC)CCCC)CCC>C1COCC1>[NH:29]1[C:1]([CH2:3][CH:4]([NH:8][C:9]([O:11][C:12]([CH3:15])([CH3:14])[CH3:13])=[O:10])[C:5]([OH:7])=[O:6])=[N:2][N:31]=[N:30]1. Reported procedure: 17.5 g (82 mmol, 1 equiv.) of the compound of Example 39 (3-cyano-2-(1,1-dimethylethoxy)methanamido-propionic acid) was dissolved in 125 mL of THF and 40.5 g (129 mmol, 1.5 equiv.) tributyltin azide was added. The reaction mixture was brought to reflux and held there for 3 days. The reaction mixture was cooled and the volatiles removed in vacuo on the rotary evaporator. The residue was dissolved in 300 mL of 0.5 M NaOH and this aqueous solution was washed with ethyl acetate (4×100 mL). The aqueo... The reactants are OC=1C=C(C=CC1)C12OCC(CC1)(CC2)CCOCC(=O)OC(C)(C)C (tert-Butyl 2-(2-(1-(3-hydroxyphenyl)-2-oxabicyclo[2.2.2]octan-4-yl)ethoxy)acetate), BrC(C)CCC (2-bromopentane). Reaction conditions: time 20 minute. Product: CC(CCC)OC=1C=C(C=CC1)C12OCC(CC1)(CC2)CCOCC(=O)O (2-(2-(1-(3-(Pentan-2-yloxy)phenyl)-2-oxabicyclo[2.2.2]octan-4-yl)ethoxy)acetic acid). Yield: 88.0%. As a reaction SMILES: [OH:1][C:2]1[CH:3]=[C:4]([C:8]23[CH2:15][CH2:14][C:11]([CH2:16][CH2:17][O:18][CH2:19][C:20]([O:22]C(C)(C)C)=[O:21])([CH2:12][CH2:13]2)[CH2:10][O:9]3)[CH:5]=[CH:6][CH:7]=1.Br[CH:28]([CH2:30][CH2:31][CH3:32])[CH3:29]>>[CH3:29][CH:28]([O:1][C:2]1[CH:3]=[C:4]([C:8]23[CH2:13][CH2:12][C:11]([CH2:16][CH2:17][O:18][CH2:19][C:20]([OH:22])=[O:21])([CH2:14][CH2:15]2)[CH2:10][O:9]3)[CH:5]=[CH:6][CH:7]=1)[CH2:30][CH2:31][CH3:32]. Reported procedure: The title compound was prepared by an analogous sequence to that used to synthesize Example 51 from 7F (tert-butyl 2-(2-(1-(3-hydroxyphenyl)-2-oxabicyclo[2.2.2]octan-4-yl)ethoxy)acetate) except that 2-bromopentane instead of (bromomethyl)cyclobutane was used as the alkylating agent. The crude product was purified by preparative LC/MS (Column: Waters XBridge C18, 19×200 mm, 5-μm particles; Mobile Phase A: 5:95 MeCN:water with 10 mM NH4OAc; Mobile Phase B: 95:5 MeCN:water with 10 mM NH4OAc; Gradie... Reactants: FC(COC1=CC=C(C=C1)O)(F)F (4-(2,2,2-trifluoroethoxy)phenol), ClCCNC(OCC)=O (ethyl N-(2-chloroethyl)carbamate). Yields the product FC(COC1=CC=C(OCCNC(OCC)=O)C=C1)(F)F (ethyl N-{2-[4-(2,2,2-trifluoroethyoxy)phenoxy]ethyl}carbamate), compound 28. As a reaction SMILES: [F:1][C:2]([F:13])([F:12])[CH2:3][O:4][C:5]1[CH:10]=[CH:9][C:8]([OH:11])=[CH:7][CH:6]=1.Cl[CH2:15][CH2:16][NH:17][C:18](=[O:22])[O:19][CH2:20][CH3:21]>>[F:1][C:2]([F:12])([F:13])[CH2:3][O:4][C:5]1[CH:6]=[CH:7][C:8]([O:11][CH2:15][CH2:16][NH:17][C:18](=[O:22])[O:19][CH2:20][CH3:21])=[CH:9][CH:10]=1. Reported procedure: Following the procedure of Example 1, 4-(2,2,2-trifluoroethoxy)phenol (0.42 g, 2.2 mmol) and ethyl N-(2-chloroethyl)carbamate (0.40 g, 2.6 mmol) are reacted together to give ethyl N-{2-[4-(2,2,2-trifluoroethyoxy)phenoxy]ethyl}carbamate (compound 28, Table A). Reactants: CS(C)=O, CCOC(C)=O, [K+], [K+], O=C([O-])[O-], O, CC(c1ccc(-c2ccc(C#N)cn2)cc1)N1CCC(CCCO)(c2ccccc2)OC1=O, OO. The product is CC(c1ccc(-c2ccc(C(N)=O)cn2)cc1)N1CCC(CCCO)(c2ccccc2)OC1=O. RXN SMILES: [CH3:43][S:44]([CH3:45])=[O:46].[CH3:47][CH2:48][O:49][C:50]([CH3:51])=[O:52].[K+:36].[K+:37].[O-:38][C:39]([O-:40])=[O:41].[OH2:42].[OH:1][CH2:2][CH2:3][CH2:4][C:5]1([c:28]2[cH:29][cH:30][cH:31][cH:32][cH:33]2)[CH2:6][CH2:7][N:8]([CH:12]([CH3:13])[c:14]2[cH:15][cH:16][c:17](-[c:20]3[n:21][cH:22][c:23]([C:24]#[N:25])[cH:26][cH:27]3)[cH:18][cH:19]2)[C:9](=[O:11])[O:10]1.[OH:34][OH:35]>>[OH:1][CH2:2][CH2:3][CH2:4][C:5]1([c:28]2[cH:29][cH:30][cH:31][cH:32][cH:33]2)[CH2:6][CH2:7][N:8]([CH:12]([CH3:13])[c:14]2[cH:15][cH:16][c:17](-[c:20]3[n:21][cH:22][c:23]([C:24]([NH2:25])=[O:38])[cH:26][cH:27]3)[cH:18][cH:19]2)[C:9](=[O:11])[O:10]1. Starting materials: O=Cc1c(Cl)[nH]c2ccccc12, OB(O)c1ccc(F)cc1. The product is O=Cc1c(Cl)n(-c2ccc(F)cc2)c2ccccc12. As a reaction SMILES: [Cl:1][c:2]1[nH:3][c:4]2[cH:5][cH:6][cH:7][cH:8][c:9]2[c:10]1[CH:11]=[O:12].[OH:13][B:14]([OH:15])[c:16]1[cH:17][cH:18][c:19]([F:20])[cH:21][cH:22]1>>[Cl:1][c:2]1[n:3](-[c:16]2[cH:17][cH:18][c:19]([F:20])[cH:21][cH:22]2)[c:4]2[cH:5][cH:6][cH:7][cH:8][c:9]2[c:10]1[CH:11]=[O:12]. The reactants are COC1=CC2=CC=CC=C2C=C1OC (2,3-dimethoxynaphthalene), COC=1C=C2CCCC(C2=CC1)(O)C (1,2,3,4-tetrahydro-6-methoxy-1-methyl-1-naphthalenol). The product is COC1C(C=C2C=CCCC2C1)=O (3-Methoxy-4,4a,5,6-tetrahydro-2(3H)-naphthalenone). RXN SMILES: C[O:2][C:3]1[C:12]([O:13][CH3:14])=[CH:11][C:10]2[C:5](=[CH:6][CH:7]=[CH:8][CH:9]=2)[CH:4]=1.COC1C=C2C(=CC=1)C(C)(O)CCC2>>[CH3:14][O:13][CH:12]1[CH2:11][CH:10]2[C:5]([CH:6]=[CH:7][CH2:8][CH2:9]2)=[CH:4][C:3]1=[O:2]. Procedure details: This material is prepared according to the procedure for Preparation 9 wherein 2,3-dimethoxynaphthalene is substituted for 1,2,3,4-tetrahydro-6-methoxy-1-methyl-1-naphthalenol.